Task: describe an organic reaction: reactants, conditions, products, and yield. Dataset: the Open Reaction Database (ORD), a public repository of structured organic reaction records Yields the product CN(C)CCN1C(=O)CSc2cc([N+](=O)[O-])ccc21. The reactants are O=C([O-])[O-], CN(C)CCCl, Cl, [K+], [K+], O=C1CSc2cc([N+](=O)[O-])ccc2N1, CN(C)C=O, O. As a reaction SMILES: [C:15](=[O:16])([O-:17])[O-:18].[Cl:22][CH2:23][CH2:24][N:25]([CH3:26])[CH3:27].[ClH:21].[K+:19].[K+:20].[N+:1](=[O:2])([O-:3])[c:4]1[cH:5][cH:6][c:7]2[c:8]([cH:14]1)[S:9][CH2:10][C:11](=[O:13])[NH:12]2.[O:28]=[CH:29][N:30]([CH3:31])[CH3:32].[OH2:33]>>[N+:1](=[O:2])([O-:3])[c:4]1[cH:5][cH:6][c:7]2[c:8]([cH:14]1)[S:9][CH2:10][C:11](=[O:13])[N:12]2[CH2:23][CH2:24][N:25]([CH3:26])[CH3:27]. Reactants: C(C)(C)(C)OC(=O)N1[C@@H](CC(C1)=NOCC1=CC=C(C=C1)OC)C(=O)O ((2S,4EZ)-1-(tert-butoxycarbonyl)-4-{[(4-methoxybenzyl)oxy]imino}-2-pyrrolidinecarboxylic acid), C1(=CC=CC=C1)C(C(=O)Cl)C1=CC=CC=C1 (diphenylacetyl chloride), C(C)N(CCN)CC (N1,N1-diethyl-1,2-ethanediamine). Product: C(C)N(CCNC(=O)[C@H]1N(CC(C1)=NOCC1=CC=C(C=C1)OC)C(C(C1=CC=CC=C1)C1=CC=CC=C1)=O)CC ((2S,4EZ)-N-[2-(diethylamino)ethyl]-1-(diphenylacetyl)-4-{[(4-methoxybenzyl)oxy]imino}-2-pyrrolidinecarboxamide). RXN SMILES: C(O[C:6]([N:8]1[CH2:12][C:11](=[N:13][O:14][CH2:15][C:16]2[CH:21]=[CH:20][C:19]([O:22][CH3:23])=[CH:18][CH:17]=2)[CH2:10][C@H:9]1[C:24]([OH:26])=O)=[O:7])(C)(C)C.[C:27]1([CH:33]([C:37]2[CH:42]=[CH:41][CH:40]=[CH:39][CH:38]=2)C(Cl)=O)[CH:32]=[CH:31][CH:30]=[CH:29][CH:28]=1.[CH2:43]([N:45]([CH2:49][CH3:50])[CH2:46][CH2:47][NH2:48])[CH3:44]>>[CH2:43]([N:45]([CH2:49][CH3:50])[CH2:46][CH2:47][NH:48][C:24]([C@@H:9]1[CH2:10][C:11](=[N:13][O:14][CH2:15][C:16]2[CH:17]=[CH:18][C:19]([O:22][CH3:23])=[CH:20][CH:21]=2)[CH2:12][N:8]1[C:6](=[O:7])[CH:33]([C:27]1[CH:28]=[CH:29][CH:30]=[CH:31][CH:32]=1)[C:37]1[CH:38]=[CH:39][CH:40]=[CH:41][CH:42]=1)=[O:26])[CH3:44]. Procedure details: Following the general method as outlined in Example 22, starting from (2S,4EZ)-1-(tert-butoxycarbonyl)-4-{[(4-methoxybenzyl)oxy]imino}-2-pyrrolidinecarboxylic acid, diphenylacetyl chloride, and N1,N1-diethyl-1,2-ethanediamine the title compound was obtained in 56% purity by LC/MS. MS(ESI+): m/z=557.4. Starting materials: [OH-].[Na+] (sodium hydroxide), C(C1=CC=CC=C1)N1N=C(C=C1C)C (1-benzyl-3,5-dimethyl-1H-pyrazole), CN(C=O)C (N,N-dimethylformamide), P(=O)(Cl)(Cl)Cl (phosphorus oxychloride), ice water, solid. Run at temperature 95 celsius, time 3 hour. Yields the product C(C1=CC=CC=C1)N1N=C(C(=C1C)C=O)C (1-Benzyl-3,5-dimethyl-1H-pyrazole-4-carbaldehyde). As a reaction SMILES: [CH2:1]([N:8]1[C:12]([CH3:13])=[CH:11][C:10]([CH3:14])=[N:9]1)[C:2]1[CH:7]=[CH:6][CH:5]=[CH:4][CH:3]=1.P(Cl)(Cl)(Cl)=O.[OH-].[Na+].CN(C)[CH:24]=[O:25]>>[CH2:1]([N:8]1[C:12]([CH3:13])=[C:11]([CH:24]=[O:25])[C:10]([CH3:14])=[N:9]1)[C:2]1[CH:3]=[CH:4][CH:5]=[CH:6][CH:7]=1 |f:2.3|. Reported procedure: Dissolve 1-benzyl-3,5-dimethyl-1H-pyrazole (3.088 g, 16.6 mmol) in N,N-dimethylformamide (12.8 mL) and heat the mixture to 95° C., then add phosphorus oxychloride (13.4 mL) dropwise. Stir the mixture for 3 hr. at 95° C. then cool and add ice water very slowly. Adjust the mixture to approximately pH=4 using 5 N sodium hydroxide, extract the black mixture with diethyl ether 3 times, dry (sodium sulfate) and filter to give the title preparation as a yellow solid (2.65 g, 75%). 1H-NMR (400 MHz, DMSO... Reactants: FC1=CC=CC=C1 (fluorobenzene), ClC(C(=O)Cl)C (2-chloropropionyl chloride), [Cl-].[Cl-].[Cl-].[Al+3] (aluminium trichloride). Solvent: ClCCl (dichloromethane), ClCCl (dichloromethane), ClCCl (dichloromethane). Conditions: time 10 minute. Product: ClC(C(=O)C1=CC=C(C=C1)F)C (2-chloro-1-(4-fluorophenyl)-1-propanone). Reaction SMILES: [Cl:1][CH:2]([CH3:6])[C:3](Cl)=[O:4].[Cl-].[Cl-].[Cl-].[Al+3].[F:11][C:12]1[CH:17]=[CH:16][CH:15]=[CH:14][CH:13]=1>ClCCl>[Cl:1][CH:2]([CH3:6])[C:3]([C:15]1[CH:16]=[CH:17][C:12]([F:11])=[CH:13][CH:14]=1)=[O:4] |f:1.2.3.4|. Reported procedure: A solution of 2-chloropropionyl chloride (49 ml) in dichloromethane (50 ml) was added to a mixture of anhydrous aluminium trichloride (55.5 g) in dichloromethane (120 ml). The mixture was stirred for 10 minutes at room temperature and then a solution of fluorobenzene (39.5 ml) in dichloromethane (30 ml) was added dropwise. The resulting mixture was stirred for one hour, allowed to stand for 16 hours and then poured on to an icehydrochloric acid mixture. The two phase mixture was vigorously stirr...